From a dataset of the Open Reaction Database (ORD), a public repository of structured organic reaction records. describe an organic reaction: reactants, conditions, products, and yield Starting materials: C(C)(=O)OC1=C(C=CC=C1)OCCCCCC (2-acetoxy-1-hexyloxybenzene), C(CCCCC)OC=1C=C(C=CC1OCCCCCC)C1=CC(=C(C=C1)OCCCCCC)OCCCCCC (3,3′,4,4′-tetrahexyloxybiphenyl). Reagents/catalysts: [Fe](Cl)Cl (iron chloride). Run in ClCCl (dichloromethane). Reaction conditions: time 5 hour. The product is OC1=CC=2C3=CC(=C(C=C3C3=CC(=C(C=C3C2C=C1OCCCCCC)OCCCCCC)OCCCCCC)OCCCCCC)OCCCCCC (2-Hydroxy-3,6,7,10,11-pentahexyloxytriphenylene). Yield: 66.9%. As a reaction SMILES: C([O:4][C:5]1[CH:10]=[CH:9][CH:8]=[CH:7][C:6]=1[O:11][CH2:12][CH2:13][CH2:14][CH2:15][CH2:16][CH3:17])(=O)C.[CH2:18]([O:24][C:25]1[CH:26]=[C:27]([C:38]2[CH:43]=[CH:42][C:41]([O:44][CH2:45][CH2:46][CH2:47][CH2:48][CH2:49][CH3:50])=[C:40]([O:51][CH2:52][CH2:53][CH2:54][CH2:55][CH2:56][CH3:57])[CH:39]=2)[CH:28]=[CH:29][C:30]=1[O:31][CH2:32][CH2:33][CH2:34][CH2:35][CH2:36][CH3:37])[CH2:19][CH2:20][CH2:21][CH2:22][CH3:23]>ClCCl.[Fe](Cl)Cl>[OH:4][C:5]1[C:6]([O:11][CH2:12][CH2:13][CH2:14][CH2:15][CH2:16][CH3:17])=[CH:7][C:8]2[C:43]3[C:38](=[CH:39][C:40]([O:51][CH2:52][CH2:53][CH2:54][CH2:55][CH2:56][CH3:57])=[C:41]([O:44][CH2:45][CH2:46][CH2:47][CH2:48][CH2:49][CH3:50])[CH:42]=3)[C:27]3[C:28](=[CH:29][C:30]([O:31][CH2:32][CH2:33][CH2:34][CH2:35][CH2:36][CH3:37])=[C:25]([O:24][CH2:18][CH2:19][CH2:20][CH2:21][CH2:22][CH3:23])[CH:26]=3)[C:9]=2[CH:10]=1. Procedure details: Anhydrous iron chloride (4.7 g, 28.9 mmol) was added to a stirred mixture of 2-acetoxy-1-hexyloxybenzene (3.4 g, 14.4 mmol) and 3,3′,4,4′-tetrahexyloxybiphenyl (4.0 g, 7.2 mmol) in dichloromethane. The mixture was stirred for 5 h and poured onto methanol (300 ml). The resultant precipitate was filtered off and saponified with potassium carbonate in ethanol (5% water) under reflux for over night. After cooling, water (50 ml) was added and the product was extracted with dichloromethane, dried (MgS...